This data is from the Open Reaction Database (ORD), a public repository of structured organic reaction records. The task is: describe an organic reaction: reactants, conditions, products, and yield The reactants are [N+](=O)([O-])C=1C=C(OCCCCCN)C=CC1 (5-(3-nitro-phenoxy)-pentylamine), C1(=CC=CC2=CC=CC=C12)N=C=S (1-naphthyl isothiocyanate). Run in ClCCl (dichloromethane). Run at time 8 hour. The product is C1(=CC=CC2=CC=CC=C12)NC(=S)NCCCCCOC1=CC(=CC=C1)[N+](=O)[O-] (1-naphthalen-1-yl-3-[5-(3-nitro-phenoxy)-pentyl]-thiourea). The yield is 82.2%. As a reaction SMILES: [N+:1]([C:4]1[CH:5]=[C:6]([CH:14]=[CH:15][CH:16]=1)[O:7][CH2:8][CH2:9][CH2:10][CH2:11][CH2:12][NH2:13])([O-:3])=[O:2].[C:17]1([N:27]=[C:28]=[S:29])[C:26]2[C:21](=[CH:22][CH:23]=[CH:24][CH:25]=2)[CH:20]=[CH:19][CH:18]=1>ClCCl>[C:17]1([NH:27][C:28]([NH:13][CH2:12][CH2:11][CH2:10][CH2:9][CH2:8][O:7][C:6]2[CH:14]=[CH:15][CH:16]=[C:4]([N+:1]([O-:3])=[O:2])[CH:5]=2)=[S:29])[C:26]2[C:21](=[CH:22][CH:23]=[CH:24][CH:25]=2)[CH:20]=[CH:19][CH:18]=1. Procedure details: To a solution of 5-(3-nitro-phenoxy)-pentylamine (867 mg, 3.87 mmol) in dichloromethane (5 mL) was added 1-naphthyl isothiocyanate (788 mg, 4.26 mmol) at room temperature. The reaction mixture was stirred at room temperature overnight. After removal of the solvent, the residue was purified by silica gel column chromatography to give 1-naphthalen-1-yl-3-[5-(3-nitro-phenoxy)-pentyl]-thiourea (1.3 g, 3.18 mmol, 82%) as a yellow gel. As a reaction SMILES: [C:10](=[O:11])([OH:12])[O-:13].[C:16]([c:17]1[cH:18][cH:19][cH:20][cH:21][cH:22]1)(=[O:23])[CH2:24][CH:25]([C:26](=[O:27])[OH:28])[CH3:29].[C:36]([O:37][CH2:38][CH3:39])(=[O:40])[CH3:41].[CH3:30][CH2:31][CH2:32][CH2:33][CH2:34][CH3:35].[CH3:42][C:43]#[N:44].[ClH:2].[K+:14].[NH2:3][CH:4]([CH2:5][SH:6])[C:7](=[O:8])[OH:9].[OH2:15].[OH2:1]>>[NH:3]([CH:4]([CH2:5][SH:6])[C:7](=[O:8])[OH:9])[C:26]([CH:25]([CH2:24][C:16]([c:17]1[cH:18][cH:19][cH:20][cH:21][cH:22]1)=[O:23])[CH3:29])=[O:27]. Yields the product CC(CC(=O)c1ccccc1)C(=O)NC(CS)C(=O)O. The reactants are O=C([O-])O, CC(CC(=O)c1ccccc1)C(=O)O, CCOC(C)=O, CCCCCC, CC#N, Cl, [K+], NC(CS)C(=O)O, O, O. The reactants are [N-]=[N+]=NCC1Cc2cc(Cl)c3c(c2O1)CCC3, Cl. The product is NCC1Cc2cc(Cl)c3c(c2O1)CCC3. Reaction SMILES: [Cl:1][c:2]1[cH:3][c:4]2[c:5]([c:13]3[c:17]1[CH2:16][CH2:15][CH2:14]3)[O:6][CH:7]([CH2:9][N:10]=[N+:11]=[N-:12])[CH2:8]2.[ClH:18]>>[Cl:1][c:2]1[cH:3][c:4]2[c:5]([c:13]3[c:17]1[CH2:16][CH2:15][CH2:14]3)[O:6][CH:7]([CH2:9][NH2:10])[CH2:8]2. Starting materials: OC1=C(N)C=CC(=C1)[N+](=O)[O-] (2-hydroxy 4-nitro aniline), FC(C1=C(C=CC=C1)N=C=O)(F)F (2-trifluoromethyl phenyl isocyanate). The product is OC1=C(C=CC(=C1)[N+](=O)[O-])NC(=O)NC1=C(C=CC=C1)C(F)(F)F (N-(2-hydroxy-4-nitrophenyl)-N′-(2-trifluoromethylphenyl)urea). Isolated yield 52.7%. As a reaction SMILES: [OH:1][C:2]1[CH:8]=[C:7]([N+:9]([O-:11])=[O:10])[CH:6]=[CH:5][C:3]=1[NH2:4].[F:12][C:13]([F:24])([F:23])[C:14]1[CH:19]=[CH:18][CH:17]=[CH:16][C:15]=1[N:20]=[C:21]=[O:22]>>[OH:1][C:2]1[CH:8]=[C:7]([N+:9]([O-:11])=[O:10])[CH:6]=[CH:5][C:3]=1[NH:4][C:21]([NH:20][C:15]1[CH:16]=[CH:17][CH:18]=[CH:19][C:14]=1[C:13]([F:12])([F:23])[F:24])=[O:22]. Procedure: N-(2-Hydroxy-4-nitrophenyl)-N′-(2-trifluoromethylphenyl)urea was prepared from 2-hydroxy 4-nitro aniline (154 mg, 1.0 mmol) and 2-trifluoromethyl phenyl isocyanate (1.0 mmol) according to the procedure in General Method B. The product was purified by dilution with methylene chloride and precipitation with hexanes. Filtering afforded the title compound (180 mg, 52%). EI-MS m/z 342 (M+H)+ Starting materials: [H-].[Na+] (NaH), CN(S(=O)(=O)C=1C=C2C(C(NC2=CC1)=O)=O)C (N,N-dimethyl-2,3-dioxoindoline-5-sulfonamide), BrCC(=O)OC(C)(C)C (tert-butyl bromoacetate). The solvent is CN(C)C=O (DMF). Conditions: temperature 0 celsius, time 30 minute. The product is CN(S(=O)(=O)C=1C=C2C(C(N(C2=CC1)CC(=O)OC(C)(C)C)=O)=O)C (tert-butyl 2-(5-(N,N-dimethylsulfamoyl)-2,3-dioxoindolin-1-yl)acetate). The yield is 100.0%. RXN SMILES: [CH3:1][N:2]([CH3:17])[S:3]([C:6]1[CH:7]=[C:8]2[C:12](=[CH:13][CH:14]=1)[NH:11][C:10](=[O:15])[C:9]2=[O:16])(=[O:5])=[O:4].[H-].[Na+].Br[CH2:21][C:22]([O:24][C:25]([CH3:28])([CH3:27])[CH3:26])=[O:23]>CN(C=O)C>[CH3:1][N:2]([CH3:17])[S:3]([C:6]1[CH:7]=[C:8]2[C:12](=[CH:13][CH:14]=1)[N:11]([CH2:21][C:22]([O:24][C:25]([CH3:28])([CH3:27])[CH3:26])=[O:23])[C:10](=[O:15])[C:9]2=[O:16])(=[O:5])=[O:4] |f:1.2|. Reported procedure: To a solution of N,N-dimethyl-2,3-dioxoindoline-5-sulfonamide (0.639 g, 2.51 mmol) in dry DMF (10 ml), cooled at 0° C. under nitrogen, NaH (60% dispersion in mineral oil, 0.111 g, 2.76 mmol) was added. The mixture turned dark blue. After stirring at 0° C. for 30 minutes, tert-butyl bromoacetate (0.446 ml, 3.02 mmol) was added, and the mixture was stirred at room temperature for 36 hours. The mixture was partitioned between ethyl acetate and brine and the aqueous phase was extracted three times w... Reported procedure: To a solution of N-[4-(2-bromo-1-hydroxyethyl)phenyl]acetamide (0.40 g, in 10 mL of methanol) was introduced methylamine (10 mL, 2.0 M in methanol) at 0° C. The reaction mixture was warmed to room temperature after 30 minutes, and stirred at that temperature for 2 hours. The solvent and excess methylamine was evaporated. The residue was dissolved in methanol (5 mL) and stirred with resin (BioRad 50W×2, 0.5 g) overnight. The resin was collected by filtration, washed with methanol. The product on ... Reactants: BrCC(O)C1=CC=C(C=C1)NC(C)=O (N-[4-(2-bromo-1-hydroxyethyl)phenyl]acetamide), CN (methylamine). As a reaction SMILES: Br[CH2:2][CH:3]([C:5]1[CH:10]=[CH:9][C:8]([NH:11][C:12](=[O:14])[CH3:13])=[CH:7][CH:6]=1)[OH:4].[CH3:15][NH2:16]>>[OH:4][CH:3]([C:5]1[CH:10]=[CH:9][C:8]([NH:11][C:12](=[O:14])[CH3:13])=[CH:7][CH:6]=1)[CH2:2][NH:16][CH3:15]. Run at time 2 hour. Product: OC(CNC)C1=CC=C(C=C1)NC(C)=O (N-{4-[1-hydroxy-2-(methylamino)ethyl]phenyl}acetamide).